This data is from the Open Reaction Database (ORD), a public repository of structured organic reaction records. The task is: describe an organic reaction: reactants, conditions, products, and yield The reactants are BrCC=1N(C2=NC(=NC(=C2N1)N1CCOCC1)N1C(=NC2=C1C=CC=C2)C)C (4-(8-(bromomethyl)-9-methyl-2-(2-methyl-1H-benzo[d]imidazol-1-yl)-9H-purin-6-yl)morpholine), NC1CCC(CC1)O (4-aminocyclohexanol). RXN SMILES: Br[CH2:2][C:3]1[N:4]([CH3:28])[C:5]2[C:10]([N:11]=1)=[C:9]([N:12]1[CH2:17][CH2:16][O:15][CH2:14][CH2:13]1)[N:8]=[C:7]([N:18]1[C:22]3[CH:23]=[CH:24][CH:25]=[CH:26][C:21]=3[N:20]=[C:19]1[CH3:27])[N:6]=2.[NH2:29][CH:30]1[CH2:35][CH2:34][CH:33]([OH:36])[CH2:32][CH2:31]1>>[CH3:28][N:4]1[C:3]([CH2:2][NH:29][CH:30]2[CH2:35][CH2:34][CH:33]([OH:36])[CH2:32][CH2:31]2)=[N:11][C:10]2[C:5]1=[N:6][C:7]([N:18]1[C:22]3[CH:23]=[CH:24][CH:25]=[CH:26][C:21]=3[N:20]=[C:19]1[CH3:27])=[N:8][C:9]=2[N:12]1[CH2:17][CH2:16][O:15][CH2:14][CH2:13]1. Reported procedure: 4-(8-(bromomethyl)-9-methyl-2-(2-methyl-1H-benzo[d]imidazol-1-yl)-9H-purin-6-yl)morpholine (50 mg) was reacted with 4-aminocyclohexanol via General Procedure E to give 11.1 mg of 281 following reverse phase purification. MS (Q1) 477.2 (M)+ Yields the product CN1C2=NC(=NC(=C2N=C1CNC1CCC(CC1)O)N1CCOCC1)N1C(=NC2=C1C=CC=C2)C (4-((9-methyl-2-(2-methyl-1H-benzo[d]imidazol-1-yl)-6-morpholino-9H-purin-8-yl)methylamino)cyclohexanol). The reactants are compound ( 22 ), C=1C=CC(=CC1)C[C@@H](C(=O)O)NC(=O)CN (Gly-Phe), C(C1=CC=CC=C1)(C1=CC=CC=C1)(C1=CC=CC=C1)Cl (trityl chloride). Solvent: O (H2O), CC(C)O (2-propanol), C(C)NCC (diethylamine), O (H2O). Conditions: time 1 hour. Yields the product N(CC(=O)N[C@@H](CC1=CC=CC=C1)C(=O)O)C(C1=CC=CC=C1)(C1=CC=CC=C1)C1=CC=CC=C1 (Trt-Gly-Phe). Isolated yield 64.6%. Reaction SMILES: [CH:1]1[CH:2]=[CH:3][C:4]([CH2:7][C@H:8]([NH:12][C:13]([CH2:15][NH2:16])=[O:14])[C:9]([OH:11])=[O:10])=[CH:5][CH:6]=1.[C:17](Cl)([C:30]1[CH:35]=[CH:34][CH:33]=[CH:32][CH:31]=1)([C:24]1[CH:29]=[CH:28][CH:27]=[CH:26][CH:25]=1)[C:18]1[CH:23]=[CH:22][CH:21]=[CH:20][CH:19]=1>O.CC(O)C.C(NCC)C>[NH:16]([C:17]([C:18]1[CH:23]=[CH:22][CH:21]=[CH:20][CH:19]=1)([C:30]1[CH:31]=[CH:32][CH:33]=[CH:34][CH:35]=1)[C:24]1[CH:25]=[CH:26][CH:27]=[CH:28][CH:29]=1)[CH2:15][C:13]([NH:12][C@H:8]([C:9]([OH:11])=[O:10])[CH2:7][C:4]1[CH:5]=[CH:6][CH:1]=[CH:2][CH:3]=1)=[O:14]. Procedure: Production of compound (22) was conducted in substantially the same manner as in step 1 of Example 6. That is, Gly-Phe (manufactured and sold by PEPTIDE INSTITUTE INC., Japan, 1.1 g, 5 mmol) was dissolved in a mixture of 2 ml of H2O, 2 ml of 2-propanol and 1.5 ml of diethylamine, to obtain a solution. To the obtained solution was portionwise added trityl chloride (1.8 g, 6.5 mmol), followed by stirring for one hour. To the resultant reaction mixture was added H2O, to thereby generate a precipita... Product: C1(CC1)C1=C(C(=NN1C(=O)OC(C)(C)C)C(=O)OCC)C.C1(CC1)C1=NN(C(=C1C)C(=O)OCC)C(=O)OC(C)(C)C (1-tert-butyl 3-ethyl 5-cyclopropyl-4-methyl-1H-pyrazole-1,3-dicarboxylate 1-tert-butyl 5-ethyl 3-cyclopropyl-4-methyl-1H-pyrazole-1,5-dicarboxylate). Reactants: C1(CC1)C(C(C(C(=O)OCC)=O)C)=O (ethyl 4-cyclopropyl-3-methyl-2,4-dioxobutanoate), C(NN)(=O)OC(C)(C)C (tert-butyl carbazate). Reaction SMILES: [CH:1]1([C:4](=O)[CH:5]([CH3:13])[C:6](=O)[C:7]([O:9][CH2:10][CH3:11])=[O:8])[CH2:3][CH2:2]1.[C:15]([O:19][C:20]([CH3:23])([CH3:22])[CH3:21])(=[O:18])[NH:16][NH2:17]>C(O)C>[CH:1]1([C:4]2[N:16]([C:15]([O:19][C:20]([CH3:23])([CH3:22])[CH3:21])=[O:18])[N:17]=[C:6]([C:7]([O:9][CH2:10][CH3:11])=[O:8])[C:5]=2[CH3:13])[CH2:3][CH2:2]1.[CH:1]1([C:4]2[C:5]([CH3:13])=[C:6]([C:7]([O:9][CH2:10][CH3:11])=[O:8])[N:16]([C:15]([O:19][C:20]([CH3:23])([CH3:22])[CH3:21])=[O:18])[N:17]=2)[CH2:3][CH2:2]1 |f:3.4|. Yield: 190.3%. Reported procedure: 49.2 g of ethyl 4-cyclopropyl-3-methyl-2,4-dioxobutanoate 1-13-1 (248 mmol, 1.0 eq.) and 32.81 g of tert-butyl carbazate were refluxed for 4 hours in 200 mL of ethanol. The mixture was concentrated in vacuo. The residue was purified by flash chromatography to provided 2.17 g (7.37 mmol, 3.0%) of analytically pure target compound and 69.6 g (236 mmol, 95%) of a mixture of regioisomers which was used for the following step without further purification. Run in C(C)O (ethanol). Starting materials: N1=CC=C(C=C1)CC(=O)O (pyridin-4-yl-acetic acid), BrCCCl (1-bromo-2-chloroethane). The reagents and catalysts are [Cl-].C(C1=CC=CC=C1)[N+](CC)(CC)CC (benzyltriethylammonium chloride). The solvent is [OH-].[Na+] (NaOH). Run at temperature 60 celsius, time 2 hour. The product is N1=CC=C(C=C1)C1(CC1)C(=O)O (1-pyridin-4-yl-cyclopropanecarboxylic acid). RXN SMILES: [N:1]1[CH:6]=[CH:5][C:4]([CH2:7][C:8]([OH:10])=[O:9])=[CH:3][CH:2]=1.Br[CH2:12][CH2:13]Cl>[OH-].[Na+].[Cl-].C([N+](CC)(CC)CC)C1C=CC=CC=1>[N:1]1[CH:6]=[CH:5][C:4]([C:7]2([C:8]([OH:10])=[O:9])[CH2:13][CH2:12]2)=[CH:3][CH:2]=1 |f:2.3,4.5|. Procedure: To a mixture of pyridin-4-yl-acetic acid (930 mg, 6.0 mmol) and 1-bromo-2-chloroethane (750 mg, 9.0 mmol) in 50% NaOH aq. solution (5 mL) is added benzyltriethylammonium chloride (680 mg, 3 mmol). The solution is heated to 60° C. and stirred at the temperature for 2 hours. After cooling down to rt, the aqueous layer is removed and the organic layer is neutralized with sat. NH4Cl aq. and extracted with Et2O. The combined organic phases are washed with H2O and dried over Na2SO4. Concentration unde... The reactants are C1(CC1)NC=1C(=NC2=CC=C(C=C2N1)C(=O)OC)C1=CC=CC=C1 (methyl 3-(cyclopropylamino)-2-phenylquinoxaline-6-carboxylate), [H-].[Na+] (Sodium hydride), CI (CH3I). Solvent: O1CCCC1 (tetrahydrofuran). Reaction conditions: time 1 hour. Yields the product C1(CC1)N(C=1C(=NC2=CC=C(C=C2N1)C(=O)O)C1=CC=CC=C1)C (3-(Cyclopropyl(methyl)amino)-2-phenylquinoxaline-6-carboxylic acid). Reaction SMILES: [CH:1]1([NH:4][C:5]2[C:6]([C:19]3[CH:24]=[CH:23][CH:22]=[CH:21][CH:20]=3)=[N:7][C:8]3[C:13]([N:14]=2)=[CH:12][C:11]([C:15]([O:17]C)=[O:16])=[CH:10][CH:9]=3)[CH2:3][CH2:2]1.[H-].[Na+].[CH3:27]I>O1CCCC1>[CH:1]1([N:4]([CH3:27])[C:5]2[C:6]([C:19]3[CH:24]=[CH:23][CH:22]=[CH:21][CH:20]=3)=[N:7][C:8]3[C:13]([N:14]=2)=[CH:12][C:11]([C:15]([OH:17])=[O:16])=[CH:10][CH:9]=3)[CH2:3][CH2:2]1 |f:1.2|. Procedure: Into a 50-mL round-bottom flask purged and maintained with an inert atmosphere of nitrogen, was placed a solution of methyl 3-(cyclopropylamino)-2-phenylquinoxaline-6-carboxylate (182.4 mg, 0.56 mmol, 1.00 equiv, 98%) in tetrahydrofuran (17 mL). Sodium hydride (274.5 mg, 11.44 mmol, 20.00 equiv) was added. The resulting solution was stirred for 1 h at room temperature. This was followed by the dropwise addition of CH3I (809.4 mg, 5.70 mmol, 10.00 equiv) with stirring at 0° C. The resulting solut... Reactants: [BH4-].[Na+] (sodium borohydride), Cl.ClC1=C(OC(C(C(CF)(C)C)=O)N2C=NC=C2)C=CC(=C1)Cl (1-(2,4-dichloro-phenoxy)-3,3-dimethyl-4-fluoro-1-(imidazol-1 -yl)-2-butanone hydrochloride), Cl (hydrochloric acid). Solvent: CO (methanol). Run at time 15 hour. The product is Cl.ClC1=C(OC(C(C(CF)(C)C)O)N2C=NC=C2)C=CC(=C1)Cl (1-(2,4-dichlorophenoxy)-3,3-dimethyl-4-fluoro-1-(imidazol-1-yl)-2-butanol hydrochloride). The yield is 115.3%. RXN SMILES: Cl.[Cl:2][C:3]1[CH:22]=[C:21]([Cl:23])[CH:20]=[CH:19][C:4]=1[O:5][CH:6]([N:14]1[CH:18]=[CH:17][N:16]=[CH:15]1)[C:7](=[O:13])[C:8]([CH3:12])([CH3:11])[CH2:9][F:10].[BH4-].[Na+].Cl>CO>[ClH:2].[Cl:2][C:3]1[CH:22]=[C:21]([Cl:23])[CH:20]=[CH:19][C:4]=1[O:5][CH:6]([N:14]1[CH:18]=[CH:17][N:16]=[CH:15]1)[CH:7]([OH:13])[C:8]([CH3:12])([CH3:11])[CH2:9][F:10] |f:0.1,2.3,6.7|. Procedure details: 44 g (0.1275 mol) of 1-(2,4-dichlorophenoxy)-3,3-dimethyl-4-fluoro-1-(imidazol-1-yl)-2-butanone (Example 1) were dissolved in 300 ml of methanol, and 6.3 g of sodium borohydride were added at 0° to 5° C. The mixture was subsequently stirred at room temperature for 15 hours, 60 ml of concentrated hydrochloric acid were added dropwise, whilst cooling with ice, the mixture was stirred at room temperature for 10 hours and the solvent was distilled off under a waterpump vacuum. The residue was taken ... Reactants: COC(C(=O)NCc1ccc(C#N)cc1)c1ccc(Br)cc1F, O=C([O-])[O-], CN(C)c1ccc(B(O)O)cc1, COCCOC, CCOC(C)=O, [Na+], [Na+]. Product: COC(C(=O)NCc1ccc(C#N)cc1)c1ccc(-c2ccc(N(C)C)cc2)cc1F. As a reaction SMILES: [Br:1][c:2]1[cH:3][c:4]([F:23])[c:5]([CH:8]([C:9](=[O:10])[NH:11][CH2:12][c:13]2[cH:14][cH:15][c:16]([C:19]#[N:20])[cH:17][cH:18]2)[O:21][CH3:22])[cH:6][cH:7]1.[C:24](=[O:25])([O-:26])[O-:27].[CH3:30][N:31]([c:32]1[cH:33][cH:34][c:35]([B:38]([OH:39])[OH:40])[cH:36][cH:37]1)[CH3:41].[CH3:42][O:43][CH2:44][CH2:45][O:46][CH3:47].[CH3:48][CH2:49][O:50][C:51](=[O:52])[CH3:53].[Na+:28].[Na+:29]>>[c:2]1(-[c:35]2[cH:34][cH:33][c:32]([N:31]([CH3:30])[CH3:41])[cH:37][cH:36]2)[cH:3][c:4]([F:23])[c:5]([CH:8]([C:9](=[O:10])[NH:11][CH2:12][c:13]2[cH:14][cH:15][c:16]([C:19]#[N:20])[cH:17][cH:18]2)[O:21][CH3:22])[cH:6][cH:7]1. The reactants are CC(=O)O, O=S(=O)(O)O, CCOC(=O)c1cnc2c(=O)c3ccccc3oc2c1. The product is O=C(O)c1cnc2c(=O)c3ccccc3oc2c1. As a reaction SMILES: [CH3:26][C:27](=[O:28])[OH:29].[S:21](=[O:22])(=[O:23])([OH:24])[OH:25].[n:1]1[cH:2][c:3]([C:16](=[O:17])[O:18][CH2:19][CH3:20])[cH:4][c:5]2[o:6][c:7]3[cH:8][cH:9][cH:10][cH:11][c:12]3[c:13](=[O:15])[c:14]12>>[n:1]1[cH:2][c:3]([C:16](=[O:17])[OH:18])[cH:4][c:5]2[o:6][c:7]3[cH:8][cH:9][cH:10][cH:11][c:12]3[c:13](=[O:15])[c:14]12.